From a dataset of the Open Reaction Database (ORD), a public repository of structured organic reaction records. describe an organic reaction: reactants, conditions, products, and yield Starting materials: IC=1C=C(C[C@@H]2COCC(N2)=O)C=CC1 ((R)-5-(3-iodo-benzyl)-morpholin-3-one), N1N=CC=C1 (pyrazole), C(=O)([O-])[O-].[K+].[K+] (K2CO3), N1[C@H](C(=O)O)CCC1 (L-proline). Product: N1(N=CC=C1)C=1C=C(C[C@@H]2COCC(N2)=O)C=CC1 ((R)-5-(3-Pyrazol-1-yl-benzyl)-morpholin-3-one). RXN SMILES: I[C:2]1[CH:3]=[C:4]([CH:13]=[CH:14][CH:15]=1)[CH2:5][C@H:6]1[NH:11][C:10](=[O:12])[CH2:9][O:8][CH2:7]1.[NH:16]1[CH:20]=[CH:19][CH:18]=[N:17]1.C([O-])([O-])=O.[K+].[K+].N1CCC[C@H]1C(O)=O>CN(C=O)C.[Cu]Cl>[N:16]1([C:2]2[CH:3]=[C:4]([CH:13]=[CH:14][CH:15]=2)[CH2:5][C@H:6]2[NH:11][C:10](=[O:12])[CH2:9][O:8][CH2:7]2)[CH:20]=[CH:19][CH:18]=[N:17]1 |f:2.3.4|. Procedure details: A mixture of (R)-5-(3-iodo-benzyl)-morpholin-3-one A-10 (1.0 g, 3.15 mmol), pyrazole (322 mg, 4.73 mmol), K2CO3 (872 mg, 6.31 mmol), copper(I) chloride (31 mg, 0.32 mmol) and L-proline (73 mg, 0.63 mmol) in DMF (8 mL) was heated under argon to 110° C. for 24 h. The reaction mixture was cooled to RT and partitioned between water and DCM before being filtered through a celite plug. The layers were separated and the aqueous phase was re-extracted with DCM (2×). The combined organic phases were wash... The solvent is CN(C)C=O (DMF). Reagents/catalysts: [Cu]Cl (copper(I) chloride). Starting materials: C1CCN2C1=C(C=1C=CC=NC21)C=O (2,3-dihydro-1H-3a,4-diaza-cyclopenta[a]indene-8-carbaldehyde), C(C)(=O)[O-].[NH4+] (ammonium acetate), [N+](=O)([O-])CC (nitroethane). The product is [N+](=O)([O-])C(=CC1=C2N(C=3N=CC=CC13)CCC2)C (8-(2-nitropropenyl)-2,3-dihydro-1H-3a,4-diaza-cyclopenta[a]indene). Yield: 80.0%. Reaction SMILES: [CH2:1]1[C:5]2=[C:6]([CH:13]=O)[C:7]3[CH:8]=[CH:9][CH:10]=[N:11][C:12]=3[N:4]2[CH2:3][CH2:2]1.C([O-])(=O)C.[NH4+].[N+:20]([CH2:23][CH3:24])([O-:22])=[O:21]>>[N+:20]([C:23]([CH3:24])=[CH:13][C:6]1[C:7]2[CH:8]=[CH:9][CH:10]=[N:11][C:12]=2[N:4]2[CH2:3][CH2:2][CH2:1][C:5]=12)([O-:22])=[O:21] |f:1.2|. Procedure details: A stirred solution of 2,3-dihydro-1H-3a,4-diaza-cyclopenta[a]indene-8-carbaldehyde (2.3 g) and ammonium acetate (1.05 g) in nitroethane was heated to 100° C. for 2.5 h, cooled to room temperature, and evaporated under reduced pressure. The residue was partitioned between water and ethyl acetate, the phases separated, the aqueous phase re-extracted with ethyl acetate. The combined organic phases were dried over sodium sulfate and evaporated under reduced pressure. The residue was purified by colu...